From a dataset of the Open Reaction Database (ORD), a public repository of structured organic reaction records. describe an organic reaction: reactants, conditions, products, and yield Reactants: compound 42a, C(C)OC(C(CC(C)C)C=1C=C(C=C(C1)C1CN(CCC1)S(=O)(=O)C1=C(C=CC=C1)C(F)(F)F)C1=CC=C(C=C1)C(F)(F)F)=O (4-Methyl-2-{4′-trifluoromethyl-5-[1-(2-trifluoromethyl-benzenesulfonyl)-piperidin-3-yl]-biphenyl-3-yl}-pentanoic acid ethyl ester), [OH-].[K+] (KOH). The solvent is CCO (EtOH). Conditions: temperature 78 celsius. Yields the product CC(CC(C(=O)O)C=1C=C(C=C(C1)C1CN(CCC1)S(=O)(=O)C1=C(C=CC=C1)C(F)(F)F)C1=CC=C(C=C1)C(F)(F)F)C (4-Methyl-2-{4′-trifluoromethyl-5-[1-(2-trifluoromethyl-benzenesulfonyl)-piperidin-3-yl]-biphenyl-3-yl}-pentanoic acid). RXN SMILES: C([O:3][C:4](=[O:45])[CH:5]([C:10]1[CH:11]=[C:12]([C:35]2[CH:40]=[CH:39][C:38]([C:41]([F:44])([F:43])[F:42])=[CH:37][CH:36]=2)[CH:13]=[C:14]([CH:16]2[CH2:21][CH2:20][CH2:19][N:18]([S:22]([C:25]3[CH:30]=[CH:29][CH:28]=[CH:27][C:26]=3[C:31]([F:34])([F:33])[F:32])(=[O:24])=[O:23])[CH2:17]2)[CH:15]=1)[CH2:6][CH:7]([CH3:9])[CH3:8])C.[OH-].[K+]>CCO>[CH3:8][CH:7]([CH3:9])[CH2:6][CH:5]([C:10]1[CH:11]=[C:12]([C:35]2[CH:40]=[CH:39][C:38]([C:41]([F:44])([F:42])[F:43])=[CH:37][CH:36]=2)[CH:13]=[C:14]([CH:16]2[CH2:21][CH2:20][CH2:19][N:18]([S:22]([C:25]3[CH:30]=[CH:29][CH:28]=[CH:27][C:26]=3[C:31]([F:33])([F:32])[F:34])(=[O:24])=[O:23])[CH2:17]2)[CH:15]=1)[C:4]([OH:45])=[O:3] |f:1.2|. Reported procedure: To a solution of compound 42a, 4-Methyl-2-{4′-trifluoromethyl-5-[1-(2-trifluoromethyl-benzenesulfonyl)-piperidin-3-yl]-biphenyl-3-yl}-pentanoic acid ethyl ester (34.0 mg, 0.052 mmol) in EtOH (2.6 ml) was added 2M KOH (0.26 ml, 0.52 mmol). The reaction was heated to 78° C. for 1.5 hours, cooled to room temperature, and concentrated in vacuo. Purification via Gilson HPLC, gave the product as a white lyophilate. (17.3 mg, 53%) 1HNMR(300 MHz, MeOD) δ ppm0.79-0.87 (m, 6 H) 1.41 (dt,J=13.28, 6.74 Hz, ... Reactants: COC(C1=C(C=C(C(=C1)C1OCCC1)C(F)(F)F)NC(C)=O)=O (2-acetylamino-5-(tetrahydro-furan-2-yl)-4-trifluoromethyl-benzoic acid methyl ester), OS(=O)(=O)O (H2SO4). Run in ice water, CO (MeOH), O (water). Product: COC(C1=C(C=C(C(=C1)C1OCCC1)C(F)(F)F)N)=O (2-Amino-5-(tetrahydro-furan-2-yl)-4-trifluoromethyl-benzoic acid methyl ester). Yield: 70.3%. RXN SMILES: [CH3:1][O:2][C:3](=[O:23])[C:4]1[CH:9]=[C:8]([CH:10]2[CH2:14][CH2:13][CH2:12][O:11]2)[C:7]([C:15]([F:18])([F:17])[F:16])=[CH:6][C:5]=1[NH:19]C(=O)C.OS(O)(=O)=O>CO.O>[CH3:1][O:2][C:3](=[O:23])[C:4]1[CH:9]=[C:8]([CH:10]2[CH2:14][CH2:13][CH2:12][O:11]2)[C:7]([C:15]([F:17])([F:18])[F:16])=[CH:6][C:5]=1[NH2:19]. Reported procedure: A solution of 2-acetylamino-5-(tetrahydro-furan-2-yl)-4-trifluoromethyl-benzoic acid methyl ester (8.25 g, 24.9 mmol) in MeOH (100 mL) and water (10 mL) was cooled to 0° C. Concd H2SO4 (6.88 mL, 125 mmol) was added dropwise. The solution was refluxed for 45 min, cooled to r.t., diluted with ice/water and extracted with EtOAc. The organic phase was dried (Na2SO4), filtered and concentrated in vacuo. The residue was purified by flash column chromatography (silica gel, 1:4 EtOAc/hexanes) to give th... As a reaction SMILES: [CH2:1]([S:17][CH2:18][CH:19]([O:22][C:23]1[CH:27]=[CH:26][O:25][N:24]=1)[CH2:20]N)[CH2:2][CH2:3][CH2:4][CH2:5][CH2:6][CH2:7][CH2:8][CH2:9][CH2:10][CH2:11][CH2:12][CH2:13][CH2:14][CH2:15][CH3:16].[Cl:28][CH2:29][CH2:30][CH2:31][S:32]([NH:35]CC(OC)CSCCCCCCCCCCCCCCCC)(=[O:34])=[O:33]>>[Cl:28][CH2:29][CH2:30][CH2:31][S:32]([NH:35][CH:18]([S:17][CH2:1][CH2:2][CH2:3][CH2:4][CH2:5][CH2:6][CH2:7][CH2:8][CH2:9][CH2:10][CH2:11][CH2:12][CH2:13][CH2:14][CH2:15][CH3:16])[CH:19]([O:22][C:23]1[CH:27]=[CH:26][O:25][N:24]=1)[CH3:20])(=[O:34])=[O:33]. Product: ClCCCS(=O)(=O)NC(C(C)OC1=NOC=C1)SCCCCCCCCCCCCCCCC (3-chloropropylsulfonylamino-1-hexadecylthio-2-(3-isoxazolyloxy)propane). Reported procedure: 3-Hexadecylthio-2-(3-isoxazolyloxy)propylamine IVJ1 is allowed to react and worked up by the same procedure as described in (4). The summary of the experimental condition and the physical data of the product are listed in Table 7. The reactants are C(CCCCCCCCCCCCCCC)SCC(CN)OC1=NOC=C1 (3-Hexadecylthio-2-(3-isoxazolyloxy)propylamine), ClCCCS(=O)(=O)NCC(CSCCCCCCCCCCCCCCCC)OC (3-(3-chloropropylsulfonylamino)-1-hexadecylthio-2-methoxypropane).